From a dataset of the Open Reaction Database (ORD), a public repository of structured organic reaction records. describe an organic reaction: reactants, conditions, products, and yield The reactants are C(C)(=O)C(C(=O)OCC)=CNC1=C(C=CC=C1)OC (Ethyl 2-acetyl-3-(2-methoxyphenylamino)acrylate). Run in C1(=CC=CC=C1)OC1=CC=CC=C1 (diphenyl ether). Product: C(C)(=O)C1=CNC2=C(C=CC=C2C1=O)OC (3-acetyl-8-methoxy-4(1H)-quinolone). The yield is 30.6%. Reaction SMILES: [C:1]([C:4](=[CH:10][NH:11][C:12]1[CH:17]=[CH:16][CH:15]=[CH:14][C:13]=1[O:18][CH3:19])[C:5]([O:7]CC)=O)(=[O:3])[CH3:2]>C1(OC2C=CC=CC=2)C=CC=CC=1>[C:1]([C:4]1[C:5](=[O:7])[C:17]2[C:12](=[C:13]([O:18][CH3:19])[CH:14]=[CH:15][CH:16]=2)[NH:11][CH:10]=1)(=[O:3])[CH3:2]. Procedure details: Ethyl 2-acetyl-3-(2-methoxyphenylamino)acrylate (48 g) was added in portions to boiling diphenyl ether (250 ml) and the mixture heated under reflux for 1 hour. The mixture was cooled and crystallised from a 1:1 mixture of ether and petroleum ether. The solid was filtered off and triturated with boiling ethanol to give 3-acetyl-8-methoxy-4(1H)-quinolone as a brown solid (12.1 g, 31%), m.p. 287°-289°. The reactants are CCOCC, ClCCl, Cl, [Na+], O=[N+]([O-])[O-], O, CCOC(=O)C(Cc1ccc(O)cc1)Oc1ccccc1. The product is CCOC(=O)C(Cc1ccc(O)c([N+](=O)[O-])c1)Oc1ccccc1. RXN SMILES: [CH3:32][CH2:33][O:34][CH2:35][CH3:36].[Cl:29][CH2:30][Cl:31].[ClH:2].[Na+:3].[O-:4][N+:5]([O-:6])=[O:7].[OH2:1].[OH:8][c:9]1[cH:10][cH:11][c:12]([CH2:15][CH:16]([C:17](=[O:18])[O:19][CH2:20][CH3:21])[O:22][c:23]2[cH:24][cH:25][cH:26][cH:27][cH:28]2)[cH:13][cH:14]1>>[O-:4][N+:5](=[O:7])[c:14]1[c:9]([OH:8])[cH:10][cH:11][c:12]([CH2:15][CH:16]([C:17](=[O:18])[O:19][CH2:20][CH3:21])[O:22][c:23]2[cH:24][cH:25][cH:26][cH:27][cH:28]2)[cH:13]1. Starting materials: C1(CC1)COC1=CC(=C(CO)C(=C1)F)F (4-cyclopropylmethoxy-2,6-difluoro-benzylalcohol), C(C)(C)(C)OC(=O)N1C[C@H](N(CC1)C(=O)Cl)CC ((R)-4-chlorocarbonyl-3-ethyl-piperazine-1-carboxylic acid tert-butyl ester), [H-].[Na+] (sodium hydride). Solvent: CN(C=O)C (dimethylformamide), CN(C=O)C (dimethylformamide). Conditions: time 5 hour. Yields the product C1(CC1)COC1=CC(=C(COC(=O)N2[C@@H](CN(CC2)C(=O)OC(C)(C)C)CC)C(=C1)F)F ((R)-2-Ethyl-piperazine-1,4-dicarboxylic acid 4-tert-butyl ester 1-(4-cyclopropylmethoxy-2,6-difluoro-benzyl) ester). The yield is 70.9%. RXN SMILES: [CH:1]1([CH2:4][O:5][C:6]2[CH:13]=[C:12]([F:14])[C:9]([CH2:10][OH:11])=[C:8]([F:15])[CH:7]=2)[CH2:3][CH2:2]1.[C:16]([O:20][C:21]([N:23]1[CH2:28][CH2:27][N:26]([C:29](Cl)=[O:30])[C@H:25]([CH2:32][CH3:33])[CH2:24]1)=[O:22])([CH3:19])([CH3:18])[CH3:17].[H-].[Na+]>CN(C)C=O>[CH:1]1([CH2:4][O:5][C:6]2[CH:7]=[C:8]([F:15])[C:9]([CH2:10][O:11][C:29]([N:26]3[CH2:27][CH2:28][N:23]([C:21]([O:20][C:16]([CH3:18])([CH3:17])[CH3:19])=[O:22])[CH2:24][C@H:25]3[CH2:32][CH3:33])=[O:30])=[C:12]([F:14])[CH:13]=2)[CH2:3][CH2:2]1 |f:2.3|. Procedure: A mixture of 4-cyclopropylmethoxy-2,6-difluoro-benzylalcohol (270 mg, 1.26 mM) and (R)-4-chlorocarbonyl-3-ethyl-piperazine-1-carboxylic acid tert-butyl ester (349 mg, 1.26 mM) in dimethylformamide (2 mL) was added slowly to a suspension of sodium hydride (83 mg, 55%, 1.89 mM) in dimethylformamide (2 mL). The mixture was stirred at room temperature for 5 h and partitioned between water and diethylether. Organic phases were pooled, washed with brine and dried with MgSO4 to yield after evaporation ... Reactants: CC(CCNC(=O)OC(C)(C)C)N1CCC(=O)CC1, CC(=O)O[BH-](OC(C)=O)OC(C)=O, CC(=O)O, ClCCl, N#Cc1cccc(CN)n1, [Na+]. The product is CC(CCNC(=O)OC(C)(C)C)N1CCC(NCc2cccc(C#N)n2)CC1. RXN SMILES: [C:1]([CH3:2])([CH3:3])([CH3:4])[O:5][C:6]([NH:7][CH2:8][CH2:9][CH:10]([CH3:11])[N:12]1[CH2:13][CH2:14][C:15](=[O:18])[CH2:16][CH2:17]1)=[O:19].[C:30]([O:31][BH-:32]([O:33][C:34](=[O:35])[CH3:36])[O:37][C:38](=[O:39])[CH3:40])(=[O:41])[CH3:42].[CH3:44][C:45](=[O:46])[OH:47].[Cl:48][CH2:49][Cl:50].[NH2:20][CH2:21][c:22]1[cH:23][cH:24][cH:25][c:26]([C:28]#[N:29])[n:27]1.[Na+:43]>>[C:1]([CH3:2])([CH3:3])([CH3:4])[O:5][C:6]([NH:7][CH2:8][CH2:9][CH:10]([CH3:11])[N:12]1[CH2:13][CH2:14][CH:15]([NH:20][CH2:21][c:22]2[cH:23][cH:24][cH:25][c:26]([C:28]#[N:29])[n:27]2)[CH2:16][CH2:17]1)=[O:19]. As a reaction SMILES: [CH3:1][c:2]1[o:3][c:4](-[c:13]2[cH:14][cH:15][cH:16][cH:17][cH:18]2)[cH:5][c:6]1[CH:7]([CH2:8][CH2:9][CH2:10][CH3:11])[OH:12].[CH3:23][c:24]1[cH:25][cH:26][cH:27][cH:28][cH:29]1.[S:19]([Cl:20])([Cl:21])=[O:22]>>[CH3:1][c:2]1[o:3][c:4](-[c:13]2[cH:14][cH:15][cH:16][cH:17][cH:18]2)[cH:5][c:6]1[CH:7]([CH2:8][CH2:9][CH2:10][CH3:11])[Cl:21]. Starting materials: CCCCC(O)c1cc(-c2ccccc2)oc1C, Cc1ccccc1, O=S(Cl)Cl. Yields the product CCCCC(Cl)c1cc(-c2ccccc2)oc1C. Starting materials: C(C=C)(=O)OCC(CCCC)CC (2-ethylhexyl acrylate), C=CC=C (butadiene), C(C(=C)C)(=O)OC (methyl methacrylate), C(C(=C)C)(=O)OCCC(C)OC(C(=C)C)=O (1,3-butanediol dimethacrylate), C(C=C)(=O)OCC(CCCC)CC (2-ethylhexyl acrylate), C(C(=C)C)(=O)OCCOC(C(=C)C)=O (ethyleneglycol dimethacrylate). Yields the product C(C=C)(=O)OCCCC (butyl acrylate). Reaction SMILES: [C:1]([O:5][CH2:6][CH:7](CC)[CH2:8][CH2:9]CC)(=[O:4])[CH:2]=[CH2:3].C(OCCC(OC(=O)C(C)=C)C)(=O)C(C)=C.C=CC=C.C(OC)(=O)C(C)=C.C(OCCOC(=O)C(C)=C)(=O)C(C)=C>>[C:1]([O:5][CH2:6][CH2:7][CH2:8][CH3:9])(=[O:4])[CH:2]=[CH2:3]. Procedure: Graft-Copolymers A-5, A-6, A-7 and A-8 were prepared by the procedure of Example 18 except that a crosslinked homopolymer of 2-ethylhexyl acrylate obtained through emulsion polymerization using 1% of 1,3-butanediol dimethacrylate as the crosslinking agent, a crosslinked copolymer comprising 55% of 2-ethylhexyl acrylate, 30% of butadiene, and 15% of methyl methacrylate obtained by using 1% of ethyleneglycol dimethacrylate, a crosslinked homopolymer of butyl acrylate obtained by using 1% of 1,3-bu... Reactants: S1C(=CC=C1)CC(=O)NC1([C@@H]2N(C(C(=CS2)C(C)O)C(=O)OC(C2=CC=CC=C2)C2=CC=CC=C2)C1=O)OC (benzhydryl 7-(2-thienylacetamido)-7-methoxy-3-(1-hydroxyethyl)-2-cephem-4-carboxylate), CC(=O)C (acetone), [Cr](=O)(=O)(O)O (chromic acid). The solvent is C(C)(C)O (isopropanol). Reaction conditions: time 10 minute. Product: S1C(=CC=C1)CC(=O)NC1([C@@H]2N(C(C(=CS2)C(C)=O)C(=O)OC(C2=CC=CC=C2)C2=CC=CC=C2)C1=O)OC (Benzhydryl 7-(2-thienylacetamido)-7-methoxy-3-acetyl-2-cephem-4-carboxylate). The yield is 47.8%. RXN SMILES: [S:1]1[CH:5]=[CH:4][CH:3]=[C:2]1[CH2:6][C:7]([NH:9][C:10]1([O:38][CH3:39])[C:36](=[O:37])[N:12]2[CH:13]([C:20]([O:22][CH:23]([C:30]3[CH:35]=[CH:34][CH:33]=[CH:32][CH:31]=3)[C:24]3[CH:29]=[CH:28][CH:27]=[CH:26][CH:25]=3)=[O:21])[C:14]([CH:17]([OH:19])[CH3:18])=[CH:15][S:16][C@H:11]12)=[O:8].CC(C)=O.[Cr](O)(O)(=O)=O>C(O)(C)C>[S:1]1[CH:5]=[CH:4][CH:3]=[C:2]1[CH2:6][C:7]([NH:9][C:10]1([O:38][CH3:39])[C:36](=[O:37])[N:12]2[CH:13]([C:20]([O:22][CH:23]([C:30]3[CH:35]=[CH:34][CH:33]=[CH:32][CH:31]=3)[C:24]3[CH:25]=[CH:26][CH:27]=[CH:28][CH:29]=3)=[O:21])[C:14]([C:17](=[O:19])[CH3:18])=[CH:15][S:16][C@H:11]12)=[O:8]. Reported procedure: To a solution of 0.154 g. of benzhydryl 7-(2-thienylacetamido)-7-methoxy-3-(1-hydroxyethyl)-2-cephem-4-carboxylate in 40 ml. of acetone was added 1.5 eq. of chromic acid. After stirring the mixture at room temperature for 10 minutes, 2 ml. of isopropanol was added. After stirring for an additional 5 minutes, the reaction mixture was evaporated in vacuo to dryness. The residue was dissolved in an ethyl acetate/water slurry. The organic layer was separated, washed successively with water (2X), aqu...